Dataset: the Open Reaction Database (ORD), a public repository of structured organic reaction records. Task: describe an organic reaction: reactants, conditions, products, and yield Reactants: BrC1=C2CC(C(C2=C(C=C1)F)=O)C (4-bromo-7-fluoro-2-methylindan-1-one), C1CCOC1.CO (THF methanol), [BH4-].[Na+] (NaBH4). Solvent: mixture, hexanes, O (water). Run at temperature 0 celsius, time 2 hour. Yields the product BrC=1C=CC(=C2C=C(CC12)C)F (7-Bromo-4-fluoro-2-methyl-1H-indene). RXN SMILES: [Br:1][C:2]1[CH:10]=[CH:9][C:8]([F:11])=[C:7]2[C:3]=1[CH2:4][CH:5]([CH3:13])[C:6]2=O.C1COCC1.CO.[BH4-].[Na+]>O>[Br:1][C:2]1[CH:10]=[CH:9][C:8]([F:11])=[C:7]2[C:3]=1[CH2:4][C:5]([CH3:13])=[CH:6]2 |f:1.2,3.4|. Reported procedure: To a solution of 48.4 g (199 mmol) of 4-bromo-7-fluoro-2-methylindan-1-one in 270 ml of a mixture of THF-methanol (2:1, vol.), 11.3 g (299 mmol) of NaBH4 was added in small portions, while vigorously stirring, over 2 h at 0° C. This mixture was stirred for 12 h at room temperature and then added to 500 ml of cold water. The organic layer was separated, the aqueous layer was extracted with 3×200 ml of methyl-tert-butyl ether. The combined organic extract was dried over K2CO3 and then evaporated t... Reactants: BrCCCBr, CN(C(=O)OC(C)(C)C)C1CCC(O)CC1. Yields the product CN(C(=O)OC(C)(C)C)C1CCC(OCCCBr)CC1. RXN SMILES: [Br:17][CH2:18][CH2:19][CH2:20][Br:21].[C:1]([CH3:2])([CH3:3])([CH3:4])[O:5][C:6]([N:7]([CH3:8])[CH:9]1[CH2:10][CH2:11][CH:12]([OH:15])[CH2:13][CH2:14]1)=[O:16]>>[C:1]([CH3:2])([CH3:3])([CH3:4])[O:5][C:6]([N:7]([CH3:8])[CH:9]1[CH2:10][CH2:11][CH:12]([O:15][CH2:20][CH2:19][CH2:18][Br:17])[CH2:13][CH2:14]1)=[O:16]. The reactants are NC1=CC=C2C(=C(OC(=O)C2=C1)OC)Cl (7-amino-4-chloro-3-methoxyisocoumarin), C1(=CC=CC=C1)N=C=O (phenyl isocyanate). Run in C(Cl)Cl (CH2Cl2). The product is C1(=CC=CC=C1)NC(=O)NC1=CC=C2C(=C(OC(=O)C2=C1)OC)Cl (7-(N-Phenylcarbamoylamino)-4-Chloro-3-Methoxyisocoumarin). As a reaction SMILES: [NH2:1][C:2]1[CH:12]=[C:11]2[C:5]([C:6]([Cl:15])=[C:7]([O:13][CH3:14])[O:8][C:9]2=[O:10])=[CH:4][CH:3]=1.[C:16]1([N:22]=[C:23]=[O:24])[CH:21]=[CH:20][CH:19]=[CH:18][CH:17]=1>C(Cl)Cl>[C:16]1([NH:22][C:23]([NH:1][C:2]2[CH:12]=[C:11]3[C:5]([C:6]([Cl:15])=[C:7]([O:13][CH3:14])[O:8][C:9]3=[O:10])=[CH:4][CH:3]=2)=[O:24])[CH:21]=[CH:20][CH:19]=[CH:18][CH:17]=1. Procedure: This compound was prepared by reaction of 110 mg (0.5 mmol) of 7-amino-4-chloro-3-methoxyisocoumarin with 60 mg (0.5 mmol) of phenyl isocyanate at room temperature in CH2Cl2 for 24 h. After standard work-up, this isocoumarin was obtained as yellow crystals; mp 203°-204° C.; MS, m/e 344 (M+). Anal. Calc. for C17H13ClN2O4 : C, 59.23; H, 3.08; N, 8.13; Cl, 10.28. Found: C, 59.28; H, 3.82; N, 8.11; Cl, 10.35. Reactants: O[C@H]([C@H](CC(C)C)NC(=O)[C@H](CC=1N=CNC1)NC(OCC1C2=CC=CC=C2C=2C=CC=CC12)=O)C[C@H](C=C)C(C)C (fluoren-9-ylmethyl [(S)-1-[[(1S,2S,4S)-2-hydroxy-1-isobutyl-4-isopropyl-5-hexenyl]carbamoyl]-2-imidazol-4-ylethyl]carbamate). The solvent is C(Cl)Cl (methylene chloride), N1CCCCC1 (piperidine). Product: N[C@H](C(=O)N[C@H]([C@H](C[C@H](C=C)C(C)C)O)CC(C)C)CC=1N=CNC1 ((S)-α-amino-N-[(1S,2S,4S)-2-hydroxy-1-isobutyl-4-isopropyl-5-hexenyl]-imidazole-4-propionamide). As a reaction SMILES: [OH:1][C@@H:2]([CH2:36][C@@H:37]([CH:40]([CH3:42])[CH3:41])[CH:38]=[CH2:39])[C@@H:3]([NH:8][C:9]([C@@H:11]([NH:18]C(=O)OCC1C2C=CC=CC=2C2C1=CC=CC=2)[CH2:12][C:13]1[N:14]=[CH:15][NH:16][CH:17]=1)=[O:10])[CH2:4][CH:5]([CH3:7])[CH3:6]>C(Cl)Cl.N1CCCCC1>[NH2:18][C@@H:11]([CH2:12][C:13]1[N:14]=[CH:15][NH:16][CH:17]=1)[C:9]([NH:8][C@@H:3]([CH2:4][CH:5]([CH3:7])[CH3:6])[C@@H:2]([OH:1])[CH2:36][C@@H:37]([CH:40]([CH3:42])[CH3:41])[CH:38]=[CH2:39])=[O:10]. Procedure details: 1.3 g of fluoren-9-ylmethyl [(S)-1-[[(1S,2S,4S)-2-hydroxy-1-isobutyl-4-isopropyl-5-hexenyl]carbamoyl]-2-imidazol-4-ylethyl]carbamate in 30 ml of methylene chloride and 2 ml of piperidine were stirred at room temperature for 1.5 hours. Thereafter, the solvent was evaporated and the residue was triturated with hexane. The (S)-α-amino-N-[(1S,2S,4S)-2-hydroxy-1-isobutyl-4-isopropyl-5-hexenyl]-imidazole-4-propionamide so obtained was used in the next step without further purification. Reactants: ClC(Cl)(Cl)Cl, OCc1ccc2c(c1)OCO2, BrP(Br)Br. The product is BrCc1ccc2c(c1)OCO2. Reaction SMILES: [C:16]([Cl:17])([Cl:18])([Cl:19])[Cl:20].[CH2:5]1[O:6][c:7]2[cH:8][c:9]([CH2:10][OH:11])[cH:12][cH:13][c:14]2[O:15]1.[P:1]([Br:2])([Br:3])[Br:4]>>[Br:2][CH2:10][c:9]1[cH:8][c:7]2[c:14]([cH:13][cH:12]1)[O:15][CH2:5][O:6]2.